The task is: describe an organic reaction: reactants, conditions, products, and yield. This data is from the Open Reaction Database (ORD), a public repository of structured organic reaction records. Reactants: Cl.Cl.N=COCNCCC[C@H](N)C(=O)O (N5 -(iminomethoxymethyl)-L-ornithine dihydrochloride), N#N.Cl.C(C)(C)(C)OC([C@@H](NC(=O)OC(C)(C)C)CCCNC=NOCC)=O (N2 (tert-butoxycarbonyl)-N5 -(ethoxyiminomethyl)-L-ornithine tert-butyl ester hydrochloride). The product is O.Cl.Cl.C(C)ON=CNCCC[C@H](N)C(=O)O (N5 -(ethoxyiminomethyl)-L-ornithine dihydrochloride monohydrate). Yield: 94.0%. Reaction SMILES: [ClH:1].Cl.N=C[O:5]CNCCC[C@@H](C(O)=O)N.N#N.Cl.C([O:23][C:24](=[O:43])[C@H:25]([CH2:34][CH2:35][CH2:36][NH:37][CH:38]=[N:39][O:40][CH2:41][CH3:42])[NH:26]C(OC(C)(C)C)=O)(C)(C)C>>[OH2:5].[ClH:1].[ClH:1].[CH2:41]([O:40][N:39]=[CH:38][NH:37][CH2:36][CH2:35][CH2:34][C@@H:25]([C:24]([OH:43])=[O:23])[NH2:26])[CH3:42] |f:0.1.2,3.4.5,6.7.8.9|. Reported procedure: By the method described above for the preparation of N5 -(iminomethoxymethyl)-L-ornithine dihydrochloride, 0.78 g (1.97 mmol) N2 -(tert-butoxycarbonyl)-N5 -(ethoxyiminomethyl)-L-ornithine tert-butyl ester hydrochloride was deprotected to yield 0.51 g (94%) N5 -(ethoxyiminomethyl)-L-ornithine dihydrochloride monohydrate. TLC (silica gel, ammonium hydroxide:methanol/1:25) Rf=0.24. Mass spectrum (CI) 204 (MH+, 74%). The reactants are N1=CC=C(C=C1)C1=NC2=CC=CC=C2C(N1)=O (2-Pyridin-4-ylquinazolin-4(3H)-one), P(Cl)(Cl)(Cl)(Cl)Cl (PCl5), O=P(Cl)(Cl)Cl (POCl3). Yields the product ClC1=NC(=NC2=CC=CC=C12)C1=CC=NC=C1 (4-Chloro-2-pyridin-4-ylquinazoline). Isolated yield 60.0%. RXN SMILES: [N:1]1[CH:6]=[CH:5][C:4]([C:7]2[NH:16][C:15](=O)[C:14]3[C:9](=[CH:10][CH:11]=[CH:12][CH:13]=3)[N:8]=2)=[CH:3][CH:2]=1.P(Cl)(Cl)(Cl)(Cl)[Cl:19].O=P(Cl)(Cl)Cl>>[Cl:19][C:15]1[C:14]2[C:9](=[CH:10][CH:11]=[CH:12][CH:13]=2)[N:8]=[C:7]([C:4]2[CH:5]=[CH:6][N:1]=[CH:2][CH:3]=2)[N:16]=1. Reported procedure: 2-Pyridin-4-ylquinazolin-4(3H)-one (1 mmol) and PCl5 (1.5 mmol) were suspended in POCl3 (12 mmol). The reaction mixture was brought to reflux over 4 h. The solvent was concentrated to dryness and the amorphous residue was partitioned with ethyl acetate and ice water. The aqueous layer was extracted with additional ethyl acetate and the combined organic layers were washed with 10% Na2CO3 and brine and dried over magnesium sulfate. The filtrate was concentrated and dried in vacuo to afford the des... Reactants: C1(=CC=CC=C1)S(=O)(=O)C=1N=C(OC1N1CCNCC1)C1=C(C=CC=C1)C (1-(4-Phenylsulfonyl-2-o-tolyl-oxazol-5-yl)piperazine), Cl (hydrochloric acid). The solvent is O1CCCC1 (tetrahydrofuran), CO (methanol). Run at time 1 hour. Yields the product Cl.C1(=CC=CC=C1)S(=O)(=O)C=1N=C(OC1N1CCNCC1)C1=C(C=CC=C1)C (1-(4-phenylsulfonyl-2-o-tolyl-oxazol-5-yl)piperazine hydrochloride). Reaction SMILES: [C:1]1([S:7]([C:10]2[N:11]=[C:12]([C:21]3[CH:26]=[CH:25][CH:24]=[CH:23][C:22]=3[CH3:27])[O:13][C:14]=2[N:15]2[CH2:20][CH2:19][NH:18][CH2:17][CH2:16]2)(=[O:9])=[O:8])[CH:6]=[CH:5][CH:4]=[CH:3][CH:2]=1.[ClH:28]>O1CCCC1.CO>[ClH:28].[C:1]1([S:7]([C:10]2[N:11]=[C:12]([C:21]3[CH:26]=[CH:25][CH:24]=[CH:23][C:22]=3[CH3:27])[O:13][C:14]=2[N:15]2[CH2:20][CH2:19][NH:18][CH2:17][CH2:16]2)(=[O:9])=[O:8])[CH:6]=[CH:5][CH:4]=[CH:3][CH:2]=1 |f:4.5|. Procedure: 1-(4-Phenylsulfonyl-2-o-tolyl-oxazol-5-yl)piperazine (0.2 g, 0.556 mmol) was dissolved in tetrahydrofuran (15 ml) and methanol (15 ml), mixed with methanolic hydrochloric acid (2 ml) at room temperature and subsequently stirred for 1 h. The precipitated crystals were filtered off with suction, washed with a small amount of tetrahydrofuran and dried in air. The reactants are CC[SiH](CC)CC, C=Cc1ccccc1C1C(N2C(=O)OCC2c2ccccc2)C(=O)N1C(CC(C)(C)C)C(=O)OC(C)(C)C, O=C(O)C(F)(F)F. Product: C=Cc1ccccc1C1C(N2C(=O)OCC2c2ccccc2)C(=O)N1C(CC(C)(C)C)C(=O)O. RXN SMILES: [CH2:46]([SiH:47]([CH2:48][CH3:49])[CH2:50][CH3:51])[CH3:52].[CH3:1][C:2]([CH2:3][CH:4]([C:5](=[O:6])[O:7][C:8]([CH3:9])([CH3:10])[CH3:11])[N:12]1[C:13](=[O:36])[CH:14]([N:24]2[C:25](=[O:35])[O:26][CH2:27][CH:28]2[c:29]2[cH:30][cH:31][cH:32][cH:33][cH:34]2)[CH:15]1[c:16]1[c:17]([CH:18]=[CH2:19])[cH:20][cH:21][cH:22][cH:23]1)([CH3:37])[CH3:38].[OH:39][C:40]([C:41]([F:42])([F:43])[F:44])=[O:45]>>[CH3:1][C:2]([CH2:3][CH:4]([C:5](=[O:6])[OH:7])[N:12]1[C:13](=[O:36])[CH:14]([N:24]2[C:25](=[O:35])[O:26][CH2:27][CH:28]2[c:29]2[cH:30][cH:31][cH:32][cH:33][cH:34]2)[CH:15]1[c:16]1[c:17]([CH:18]=[CH2:19])[cH:20][cH:21][cH:22][cH:23]1)([CH3:37])[CH3:38].